Dataset: the Open Reaction Database (ORD), a public repository of structured organic reaction records. Task: describe an organic reaction: reactants, conditions, products, and yield Reactants: NC1[C@@H]2N(C(=C(CS2)Cl)C(=O)OCC2=CC=C(C=C2)[N+](=O)[O-])C1=O (p-nitrobenzyl 7-amino-3-chloro-3-cephem-4-carboxylate), C1(=CC=CC=C1)CC(=O)Cl (phenylacetyl chloride), C([O-])(O)=O.[Na+] (sodium bicarbonate). The solvent is CC(=O)C (acetone). The product is C1(=CC=CC=C1)CC(=O)NC1[C@@H]2N(C(=C(CS2)Cl)C(=O)OCC2=CC=C(C=C2)[N+](=O)[O-])C1=O (p-nitrobenzyl 7-phenylacetamido-3-chloro-3-cephem-4-carboxylate). RXN SMILES: [NH2:1][CH:2]1[C:23](=[O:24])[N:4]2[C:5]([C:10]([O:12][CH2:13][C:14]3[CH:19]=[CH:18][C:17]([N+:20]([O-:22])=[O:21])=[CH:16][CH:15]=3)=[O:11])=[C:6]([Cl:9])[CH2:7][S:8][C@H:3]12.[C:25]1([CH2:31][C:32](Cl)=[O:33])[CH:30]=[CH:29][CH:28]=[CH:27][CH:26]=1.C(=O)(O)[O-].[Na+]>CC(C)=O>[C:25]1([CH2:31][C:32]([NH:1][CH:2]2[C:23](=[O:24])[N:4]3[C:5]([C:10]([O:12][CH2:13][C:14]4[CH:15]=[CH:16][C:17]([N+:20]([O-:22])=[O:21])=[CH:18][CH:19]=4)=[O:11])=[C:6]([Cl:9])[CH2:7][S:8][C@H:3]23)=[O:33])[CH:30]=[CH:29][CH:28]=[CH:27][CH:26]=1 |f:2.3|. Procedure: For example, p-nitrobenzyl 7-amino-3-chloro-3-cephem-4-carboxylate is reacted with phenylacetyl chloride in cold aqueous acetone containing sodium bicarbonate to provide p-nitrobenzyl 7-phenylacetamido-3-chloro-3-cephem-4-carboxylate.